From a dataset of the Open Reaction Database (ORD), a public repository of structured organic reaction records. describe an organic reaction: reactants, conditions, products, and yield Reactants: C1(=CCCCC1)[C@](C(=O)O)(O)C1=CC=CC=C1 ((S)-Cyclohexenyl phenyl glycolic acid), [H][H] (Hydrogen). The reagents and catalysts are [Pd] (Pd/C). Solvent: CO (methanol). Conditions: time 18 hour. Product: C1CCC(CC1)[C@](C2=CC=CC=C2)(C(=O)O)O ((S)-CHPGA). The yield is 90.2%. Reaction SMILES: [C:1]1([C@@:7]([C:12]2[CH:17]=[CH:16][CH:15]=[CH:14][CH:13]=2)([OH:11])[C:8]([OH:10])=[O:9])[CH2:6][CH2:5][CH2:4][CH2:3][CH:2]=1.[H][H]>CO.[Pd]>[CH2:15]1[CH2:14][CH2:13][CH:12]([C@@:7]([OH:11])([C:8]([OH:10])=[O:9])[C:1]2[CH:2]=[CH:3][CH:4]=[CH:5][CH:6]=2)[CH2:17][CH2:16]1. Reported procedure: To a solution of (S)-Cyclohexenyl phenyl glycolic acid (1.11 g, 4.78 mmol) in methanol (16 mL) was added 10% Pd/C (0.11 g). The reaction was subjected to 1 ATM of Hydrogen and was allowed to stir for 18 h. The reaction mixture was filtered through a plug of celite and concentrated in vacuo to provide 1.01 g of (S)-CHPGA (91%, 98.3% e.e.).